From a dataset of the Open Reaction Database (ORD), a public repository of structured organic reaction records. describe an organic reaction: reactants, conditions, products, and yield Reactants: O=C([O-])[O-], CCC(CC)c1cc(C)nc2c(I)c(C)nn12, [Cl-], Clc1csc(Cl)n1, [Cs+], [Cs+], c1cnc2c(c1)ccc1cccnc12. The product is CCC(CC)c1cc(C)nc2c(-c3sc(Cl)nc3Cl)c(C)nn12. RXN SMILES: [C:25](=[O:26])([O-:27])[O-:28].[CH2:1]([CH3:2])[CH:3]([CH2:4][CH3:5])[c:6]1[cH:7][c:8]([CH3:17])[n:9][c:10]2[n:11]1[n:12][c:13]([CH3:16])[c:14]2[I:15].[Cl-:45].[Cl:18][c:19]1[s:20][cH:21][c:22]([Cl:24])[n:23]1.[Cs+:29].[Cs+:30].[cH:31]1[cH:32][c:33]2[cH:34][cH:35][c:36]3[c:37]([c:38]2[n:39][cH:40]1)[n:41][cH:42][cH:43][cH:44]3>>[CH2:1]([CH3:2])[CH:3]([CH2:4][CH3:5])[c:6]1[cH:7][c:8]([CH3:17])[n:9][c:10]2[n:11]1[n:12][c:13]([CH3:16])[c:14]2-[c:21]1[s:20][c:19]([Cl:18])[n:23][c:22]1[Cl:24]. Starting materials: [Al+3], C1CCOC1, [H-], [H-], [H-], [H-], [Li+], CC(N=[N+]=[N-])c1ccc(F)c(N2CCOCC2)c1. Yields the product CC(N)c1ccc(F)c(N2CCOCC2)c1. Reaction SMILES: [Al+3:20].[CH2:25]1[O:26][CH2:27][CH2:28][CH2:29]1.[H-:19].[H-:22].[H-:23].[H-:24].[Li+:21].[N:1](=[N+:2]=[N-:3])[CH:4]([CH3:5])[c:6]1[cH:7][cH:8][c:9]([F:18])[c:10]([N:12]2[CH2:13][CH2:14][O:15][CH2:16][CH2:17]2)[cH:11]1>>[NH2:1][CH:4]([CH3:5])[c:6]1[cH:7][cH:8][c:9]([F:18])[c:10]([N:12]2[CH2:13][CH2:14][O:15][CH2:16][CH2:17]2)[cH:11]1. Reactants: COC(=O)c1cccc2nc(-c3ccc(CCN(C)C(=O)OCc4ccccc4)cc3)oc12, CO, N. Yields the product CN(CCc1ccc(-c2nc3cccc(C(N)=O)c3o2)cc1)C(=O)OCc1ccccc1. As a reaction SMILES: [CH2:1]([c:2]1[cH:3][cH:4][cH:5][cH:6][cH:7]1)[O:8][C:9](=[O:10])[N:11]([CH2:12][CH2:13][c:14]1[cH:15][cH:16][c:17](-[c:20]2[o:21][c:22]3[c:23]([n:24]2)[cH:25][cH:26][cH:27][c:28]3[C:29]([O:31][CH3:30])=[O:32])[cH:18][cH:19]1)[CH3:33].[CH3:35][OH:36].[NH3:34]>>[CH2:1]([c:2]1[cH:3][cH:4][cH:5][cH:6][cH:7]1)[O:8][C:9](=[O:10])[N:11]([CH2:12][CH2:13][c:14]1[cH:15][cH:16][c:17](-[c:20]2[o:21][c:22]3[c:23]([n:24]2)[cH:25][cH:26][cH:27][c:28]3[C:29](=[O:31])[NH2:34])[cH:18][cH:19]1)[CH3:33]. Starting materials: Cl.BrC1=C2CCNCC2=CC=C1 (5-bromo-1,2,3,4-tetrahydroisoquinoline hydrochloride), (R)-(+)-2,2-dimethyl 1,3-dioxolane-4-carboxyaldehyde, CCN(C(C)C)C(C)C (DIEA), [BH-](OC(=O)C)(OC(=O)C)OC(=O)C.[Na+] (Na(OAc)3BH), C1CCOC1 (THF). Run in C(C)(=O)OCC (ethyl acetate). Reaction conditions: temperature 45 celsius. The product is BrC1=C2CCN(CC2=CC=C1)C[C@@H]1OC(OC1)(C)C ((S)-5-Bromo-2-((2,2-dimethyl-1,3-dioxolan-4-yl)methyl)-1,2,3,4-tetrahydroisoquinoline). Reaction SMILES: Cl.[Br:2][C:3]1[CH:12]=[CH:11][CH:10]=[C:9]2[C:4]=1[CH2:5][CH2:6][NH:7][CH2:8]2.CCN([CH:19]([CH3:21])[CH3:20])C(C)C.[BH-](OC(C)=O)(OC(C)=O)[O:23]C(C)=O.[Na+].[CH2:36]1C[O:39][CH2:38][CH2:37]1>C(OCC)(=O)C>[Br:2][C:3]1[CH:12]=[CH:11][CH:10]=[C:9]2[C:4]=1[CH2:5][CH2:6][N:7]([CH2:36][C@H:37]1[CH2:38][O:39][C:19]([CH3:20])([CH3:21])[O:23]1)[CH2:8]2 |f:0.1,3.4|. Procedure: A mixture containing 5-bromo-1,2,3,4-tetrahydroisoquinoline hydrochloride (249 mg, 1 mmol), (R)-(+)-2,2-dimethyl 1,3-dioxolane-4-carboxyaldehyde (260 mg, 2 mmol), DIEA (0.2 ml, 1 mmol) and Na(OAc)3BH (440 mg, 2 mmol) in THF (1 ml) is heated at 45° C. for 18 hours. After cooling to room temperature, the reaction mixture is diluted with ethyl acetate. The organic layer is washed with saturated aqueous NaHCO3 solution, water, brine, dried over MgSO4 and concentrated to dryness by rotary evaporation... Reactants: Cc1cccc(Cn2cc(C(=O)c3ccccc3Br)c(=O)c3ccccc32)n1, I[Cu]I, [I-], [Na+], C1COCCO1, CNC1CCCCC1O. Product: Cc1cccc(Cn2cc(C(=O)c3ccccc3I)c(=O)c3ccccc32)n1. As a reaction SMILES: [Br:1][c:2]1[c:3]([C:4](=[O:5])[c:6]2[cH:7][n:8]([CH2:17][c:18]3[n:19][c:20]([CH3:24])[cH:21][cH:22][cH:23]3)[c:9]3[cH:10][cH:11][cH:12][cH:13][c:14]3[c:15]2=[O:16])[cH:25][cH:26][cH:27][cH:28]1.[Cu:46]([I:47])[I:48].[I-:39].[Na+:38].[O:40]1[CH2:41][CH2:42][O:43][CH2:44][CH2:45]1.[OH:29][CH:30]1[CH2:31][CH2:32][CH2:33][CH2:34][CH:35]1[NH:36][CH3:37]>>[c:2]1([I:39])[c:3]([C:4](=[O:5])[c:6]2[cH:7][n:8]([CH2:17][c:18]3[n:19][c:20]([CH3:24])[cH:21][cH:22][cH:23]3)[c:9]3[cH:10][cH:11][cH:12][cH:13][c:14]3[c:15]2=[O:16])[cH:25][cH:26][cH:27][cH:28]1. Starting materials: Cl.ClCC1=NC2=CC=CC=C2C=C1 (2-chloromethylquinoline hydrochloride), NC(=S)N (thiourea). Run in C(C)O (ethanol), C(C)O (ethanol). Conditions: temperature 20 celsius, time 30 minute. The product is Cl.Cl.N1=C(C=CC2=CC=CC=C12)CSC(N)=N (2-(Quinol-2-yl-methyl)-isothiourea dihydrochloride). Yield: 97.2%. As a reaction SMILES: [ClH:1].[Cl:2][CH2:3][C:4]1[CH:13]=[CH:12][C:11]2[C:6](=[CH:7][CH:8]=[CH:9][CH:10]=2)[N:5]=1.[NH2:14][C:15]([NH2:17])=[S:16]>C(O)C>[ClH:2].[ClH:1].[N:5]1[C:6]2[C:11](=[CH:10][CH:9]=[CH:8][CH:7]=2)[CH:12]=[CH:13][C:4]=1[CH2:3][S:16][C:15](=[NH:14])[NH2:17] |f:0.1,4.5.6|. Procedure details: A suspension, kept at 70° C., of 2-chloromethylquinoline hydrochloride (107 g) in ethanol (450 cc) is added dropwise and in the course of 15 minutes to a suspension of thiourea (45.5 g) in boiling ethanol (260 cc). The reaction mixture is stirred for 1 hour 30 minutes at the boil and then cooled to 20° C. The resulting crystals are filtered off, washed twice with ethanol (100 cc in total) and dried under reduced pressure (20 mm Hg; 2.7 kPa) at a temperature of about 20° C. 2-(Quinol-2-yl-methyl)... Reactants: N1CCC(CC1)N1C(NC2=C(CC1)C=CC=C2)=O (3-piperidin-4-yl-1,3,4,5-tetrahydro-1,3-benzodiazepin-2-one), CN(C)C=O (DMF), N[C@@H](C(=O)OCC)CC1=CC(=C(C(=C1)C(F)(F)F)N)Cl (ethyl (R)-2-amino-3-(4-amino-3-chloro-5-trifluoromethyl-phenyl)-propionate), C(C)N(C(C)C)C(C)C (ethyldiisopropylamine). Solvent: C1CCOC1 (THF), C1CCOC1 (THF). Reaction conditions: temperature 0 celsius, time 45 minute. The product is NC1=C(C=C(C=C1C(F)(F)F)C[C@H](C(=O)OCC)NC(=O)N1CCC(CC1)N1C(NC2=C(CC1)C=CC=C2)=O)Cl (ethyl (R)-3-(4-amino-3-chloro-5-trifluoromethyl-phenyl)-2-{[4-(2-oxo-1,2,4,5-tetrahydro-1,3-benzodiazepin-3-yl)-piperidin-1-carbonyl]-amino}-propionate). RXN SMILES: [NH2:1][C@H:2]([CH2:8][C:9]1[CH:14]=[C:13]([C:15]([F:18])([F:17])[F:16])[C:12]([NH2:19])=[C:11]([Cl:20])[CH:10]=1)[C:3]([O:5][CH2:6][CH3:7])=[O:4].C(N(C(C)C)C(C)C)C.[NH:30]1[CH2:35][CH2:34][CH:33]([N:36]2[CH2:42][CH2:41][C:40]3[CH:43]=[CH:44][CH:45]=[CH:46][C:39]=3[NH:38][C:37]2=[O:47])[CH2:32][CH2:31]1.CN([CH:51]=[O:52])C>C1COCC1>[NH2:19][C:12]1[C:13]([C:15]([F:17])([F:18])[F:16])=[CH:14][C:9]([CH2:8][C@@H:2]([NH:1][C:51]([N:30]2[CH2:31][CH2:32][CH:33]([N:36]3[CH2:42][CH2:41][C:40]4[CH:43]=[CH:44][CH:45]=[CH:46][C:39]=4[NH:38][C:37]3=[O:47])[CH2:34][CH2:35]2)=[O:52])[C:3]([O:5][CH2:6][CH3:7])=[O:4])=[CH:10][C:11]=1[Cl:20]. Procedure: 1.8 g (11.0 mmol) CDT were added to a solution of 3.2 g (10.2 mmol) of ethyl (R)-2-amino-3-(4-amino-3-chloro-5-trifluoromethyl-phenyl)-propionate and 1.8 mL (10.3 mmol) ethyldiisopropylamine in 150 mL THF cooled to 0° C. and the reaction mixture was stirred for 45 min at this temperature and after removal of the ice bath stirred for a further 30 min. Then 2.5 g (10.2 mmol) 3-piperidin-4-yl-1,3,4,5-tetrahydro-1,3-benzodiazepin-2-one suspended in 50 mL THF were added. 40 mL DMF were added to the r...